describe an organic reaction: reactants, conditions, products, and yield From a dataset of the Open Reaction Database (ORD), a public repository of structured organic reaction records. Starting materials: CCNCC, C=CS(=O)(=O)N1CCC(Oc2ccc(CC(=O)N3CCN(c4ccccc4C)CC3C(N)=O)c(OC)c2)CC1, CO. The product is CCN(CC)CCS(=O)(=O)N1CCC(Oc2ccc(CC(=O)N3CCN(c4ccccc4C)CC3C(N)=O)c(OC)c2)CC1. Reaction SMILES: [CH2:40]([CH3:41])[NH:42][CH2:43][CH3:44].[CH3:1][O:2][c:3]1[c:4]([CH2:21][C:22](=[O:23])[N:24]2[CH:25]([C:37](=[O:38])[NH2:39])[CH2:26][N:27]([c:30]3[c:31]([CH3:36])[cH:32][cH:33][cH:34][cH:35]3)[CH2:28][CH2:29]2)[cH:5][cH:6][c:7]([O:9][CH:10]2[CH2:11][CH2:12][N:13]([S:16](=[O:17])(=[O:18])[CH:19]=[CH2:20])[CH2:14][CH2:15]2)[cH:8]1.[CH3:45][OH:46]>>[CH3:1][O:2][c:3]1[c:4]([CH2:21][C:22](=[O:23])[N:24]2[CH:25]([C:37](=[O:38])[NH2:39])[CH2:26][N:27]([c:30]3[c:31]([CH3:36])[cH:32][cH:33][cH:34][cH:35]3)[CH2:28][CH2:29]2)[cH:5][cH:6][c:7]([O:9][CH:10]2[CH2:11][CH2:12][N:13]([S:16](=[O:17])(=[O:18])[CH2:19][CH2:20][N:42]([CH2:40][CH3:41])[CH2:43][CH3:44])[CH2:14][CH2:15]2)[cH:8]1. Starting materials: BrC(C(=O)OCC)(C)C (ethyl 2-bromo-2-methyl-propionate), COC1=C(C(=O)NCCC2=CC=C(C=C2)C2=CC=C(C=C2)O)C=CC=C1 (4-[2-(2-Methoxy-benzamido)-ethyl]-4'-hydroxy-biphenyl), CN(C=O)C (dimethyl formamide), [H-].[Na+] (sodium hydride), [Na] (sodium). The product is CC(C(=O)OCC)(C)OC1=CC=C(C=C1)C1=CC=C(C=C1)CCNC(C1=CC=C(C=C1)OC)=O (Ethyl 2-methyl-2-{4-[2-(4-methoxy-benzamido)-ethyl]-biphenyl-4'-oxy}-propionate). Reaction SMILES: CO[C:3]1[CH:26]=[CH:25][CH:24]=[CH:23][C:4]=1[C:5]([NH:7][CH2:8][CH2:9][C:10]1[CH:15]=[CH:14][C:13]([C:16]2[CH:21]=[CH:20][C:19]([OH:22])=[CH:18][CH:17]=2)=[CH:12][CH:11]=1)=[O:6].[Na].[H-].[Na+].Br[C:31]([CH3:38])([CH3:37])[C:32]([O:34][CH2:35][CH3:36])=[O:33].CN(C)[CH:41]=[O:42]>>[CH3:37][C:31]([O:22][C:19]1[CH:20]=[CH:21][C:16]([C:13]2[CH:14]=[CH:15][C:10]([CH2:9][CH2:8][NH:7][C:5](=[O:6])[C:4]3[CH:23]=[CH:24][C:25]([O:42][CH3:41])=[CH:26][CH:3]=3)=[CH:11][CH:12]=2)=[CH:17][CH:18]=1)([CH3:38])[C:32]([O:34][CH2:35][CH3:36])=[O:33] |f:2.3,^1:26|. Procedure: 7.4 gm (21.2 millimols) of 4-[2-(4-methoxy-benzamido)-ethyl]-4'-hydroxy-biphenyl (see Example I) were dissolved in 60 ml of absolute dimethyl formamide and converted into the sodium salt with 1.1 gm (about 25 millimols) of 55% sodium hydride suspension in oil, and the salt was reacted with 9.7 gm (51.5 millimols) of ethyl 2-bromo-2-methyl-propionate at room temperature over a period of 18 hours. After distilling off the dimethylformamide, the evaporation residue was dissolved in acetone, the sol...